From a dataset of the Open Reaction Database (ORD), a public repository of structured organic reaction records. describe an organic reaction: reactants, conditions, products, and yield Starting materials: ClCCOC(=O)C=1C(C(=C(NC1C)C)C(=O)OC)C1=C(C(=CC=C1)Cl)Cl (2,6-dimethyl-4-(2,3-dichlorophenyl)-1,4-dihydropyridine-3,5-dicarboxylic acid methyl ester 2-chloroethyl ester), FC1=CC=C(C(=O)C2CCNCC2)C=C1 (4-(p-fluorobenzoyl)-piperidine). Reaction conditions: time 1 hour. Product: FC1=CC=C(C(=O)C2CCN(CC2)CCOC(=O)C=2C(C(=C(NC2C)C)C(=O)OC)C2=C(C(=CC=C2)Cl)Cl)C=C1 (2,6-dimethyl-4-(2,3-dichlorophenyl)-1,4-dihydropyridine-3,5-dicarboxylic acid methyl ester 2-[4-(p-fluorobenzoyl)-piperidino]-ethyl ester). As a reaction SMILES: Cl[CH2:2][CH2:3][O:4][C:5]([C:7]1[CH:8]([C:19]2[CH:24]=[CH:23][CH:22]=[C:21]([Cl:25])[C:20]=2[Cl:26])[C:9]([C:15]([O:17][CH3:18])=[O:16])=[C:10]([CH3:14])[NH:11][C:12]=1[CH3:13])=[O:6].[F:27][C:28]1[CH:41]=[CH:40][C:31]([C:32]([CH:34]2[CH2:39][CH2:38][NH:37][CH2:36][CH2:35]2)=[O:33])=[CH:30][CH:29]=1>>[F:27][C:28]1[CH:29]=[CH:30][C:31]([C:32]([CH:34]2[CH2:39][CH2:38][N:37]([CH2:2][CH2:3][O:4][C:5]([C:7]3[CH:8]([C:19]4[CH:24]=[CH:23][CH:22]=[C:21]([Cl:25])[C:20]=4[Cl:26])[C:9]([C:15]([O:17][CH3:18])=[O:16])=[C:10]([CH3:14])[NH:11][C:12]=3[CH3:13])=[O:6])[CH2:36][CH2:35]2)=[O:33])=[CH:40][CH:41]=1. Procedure details: A mixture of 8.4 g of 2,6-dimethyl-4-(2,3-dichlorophenyl)-1,4-dihydropyridine-3,5-dicarboxylic acid methyl ester 2-chloroethyl ester and 8.8 g of 4-(p-fluorobenzoyl)-piperidine is stirred under argon for 1 hour at a temperature of 145°. After working up, the resulting residue is chromatographed over 500 g of silica gel, yielding 2,6-dimethyl-4-(2,3-dichlorophenyl)-1,4-dihydropyridine-3,5-dicarboxylic acid methyl ester 2-[4-(p-fluorobenzoyl)-piperidino]-ethyl ester in amorphous form which exhibit... Starting materials: Cl.S1C(=NC=C1)S(=O)(=O)C1CCNCC1 (4-(Thiazole-2-sulfonyl)-piperidine HCl salt), ClC=1N=C(C2=C(N1)C=C(S2)C=O)N2CCOCC2 (2-Chloro-4-morpholin-4-yl-thieno[3,2-d]pyrimidine-6-carbaldehyde). Product: ClC=1N=C(C2=C(N1)C=C(S2)CN2CCC(CC2)S(=O)(=O)C=2SC=CN2)N2CCOCC2 (2-chloro-4-morpholin-4-yl-6-[4(thiazole-2-sulfonyl)-piperidin-1-ylmethyl]-thieno[3,2-d]pyrimidine). Isolated yield 31.9%. As a reaction SMILES: Cl.[S:2]1[CH:6]=[CH:5][N:4]=[C:3]1[S:7]([CH:10]1[CH2:15][CH2:14][NH:13][CH2:12][CH2:11]1)(=[O:9])=[O:8].[Cl:16][C:17]1[N:18]=[C:19]([N:28]2[CH2:33][CH2:32][O:31][CH2:30][CH2:29]2)[C:20]2[S:25][C:24]([CH:26]=O)=[CH:23][C:21]=2[N:22]=1>>[Cl:16][C:17]1[N:18]=[C:19]([N:28]2[CH2:29][CH2:30][O:31][CH2:32][CH2:33]2)[C:20]2[S:25][C:24]([CH2:26][N:13]3[CH2:14][CH2:15][CH:10]([S:7]([C:3]4[S:2][CH:6]=[CH:5][N:4]=4)(=[O:9])=[O:8])[CH2:11][CH2:12]3)=[CH:23][C:21]=2[N:22]=1 |f:0.1|. Procedure details: 4-(Thiazole-2-sulfonyl)-piperidine HCl salt (124 mg) was reacted with 2-chloro-4-morpholin-4-yl-thieno[3,2-d]ppimidine-6-carbaldehyde 10 (130 mg) using standard reductive amination conditions. Aqueous work-up, purification on silica and trituration with hot ethyl acetate yielded 2-chloro-4-morpholin-4-yl-6-[4(thiazole-2-sulfonyl)-piperidin-1-ylmethyl]-thieno[3,2-d]pyrimidine (73 mg), which was reacted with 2-aminopyrimidine-5-boronic acid in General Procedure A. Purification on silica yielded 41... The reactants are Cl.C(C)OC([C@@H](N)CC1=CC=CC=C1)=O (Phenylalanine Ethyl Ester hydrochloride), C(C)(C)N=C=NC(C)C (diisopropylcarbodiimide), C(C)(C)N(CC)C(C)C (diisopropylethylamine). Solvent: O (H2O). Reaction conditions: time 20 hour. Yields the product C(C)(C)NC(NC(C)C)=O (diisopropylurea). Reaction SMILES: Cl.C([O:4]C(=O)[C@H](CC1C=CC=CC=1)N)C.[CH:16]([N:19]=[C:20]=[N:21][CH:22]([CH3:24])[CH3:23])([CH3:18])[CH3:17].C(N(C(C)C)CC)(C)C>O>[CH:16]([NH:19][C:20](=[O:4])[NH:21][CH:22]([CH3:24])[CH3:23])([CH3:18])[CH3:17] |f:0.1|. Reported procedure: Then 11.5 g (50 mM) of Phenylalanine Ethyl Ester hydrochloride and 7.75 mL (45 mM) of diisopropylcarbodiimide were added. Then 8.6 mL (50 mM) of diisopropylethylamine was added via the dropping funnel for 10 min. The reaction mixture was kept for 20 hours at a room temperature, then 10 mL of H2O was added, a precipitate of diisopropylurea formed was filtered off, a resulted solution was analyzed by HPLC. According analysis, the reaction was completed at 50%.